This data is from the Open Reaction Database (ORD), a public repository of structured organic reaction records. The task is: describe an organic reaction: reactants, conditions, products, and yield Procedure: 1.80 g of 2-(2-{2-[2-(3-methoxymethoxyphenyl)ethyl]phenoxy}ethyl]-1-methylpyrrolidine [prepared as described in step (a) above] were dissolved in 20 ml of a 4N solution of hydrogen chloride in dioxane, and the solution was allowed to stand at room temperature for 30 minutes. At the end of this time, the mixture was concentrated by distillation under reduced pressure, and the resulting oily residue was dissolved in 20 ml of methylene chloride. Ethyl acetate was slowly added to the solution until ... The product is Cl.OC=1C=C(C=CC1)CCC1=C(OCCC2N(CCC2)C)C=CC=C1 (2-(2-{2-[2-(3-Hydroxyphenyl)ethyl]phenoxy}ethyl)-1-methylpyrrolidine hydrochloride). Isolated yield 71.0%. Conditions: time 30 minute. Solvent: solution, O1CCOCC1 (dioxane). The reactants are COCOC=1C=C(C=CC1)CCC1=C(OCCC2N(CCC2)C)C=CC=C1 (2-(2-{2-[2-(3-methoxymethoxyphenyl)ethyl]phenoxy}ethyl]-1-methylpyrrolidine), Cl (hydrogen chloride). Reaction SMILES: COC[O:4][C:5]1[CH:6]=[C:7]([CH2:11][CH2:12][C:13]2[CH:27]=[CH:26][CH:25]=[CH:24][C:14]=2[O:15][CH2:16][CH2:17][CH:18]2[CH2:22][CH2:21][CH2:20][N:19]2[CH3:23])[CH:8]=[CH:9][CH:10]=1.[ClH:28]>O1CCOCC1>[ClH:28].[OH:4][C:5]1[CH:6]=[C:7]([CH2:11][CH2:12][C:13]2[CH:27]=[CH:26][CH:25]=[CH:24][C:14]=2[O:15][CH2:16][CH2:17][CH:18]2[CH2:22][CH2:21][CH2:20][N:19]2[CH3:23])[CH:8]=[CH:9][CH:10]=1 |f:3.4|. Reactants: CC1=CSC=2C1=NC=C(C2Cl)C(=O)OCC (Ethyl 3-methyl-7-chlorothieno[3,2-b]pyridine-6-carboxylate), NC=1C(=CC=CC1)C (o-toluidine). Run in C1(=CC=CC=C1)OC (anisole). The product is CC1=CSC=2C1=NC=C(C2NC2=C(C=CC=C2)C)C(=O)OCC (Ethyl 3-methyl-7-(2-methylphenylamino)thieno[3,2-b]-pyridine-6-carboxylate). RXN SMILES: [CH3:1][C:2]1[C:6]2=[N:7][CH:8]=[C:9]([C:12]([O:14][CH2:15][CH3:16])=[O:13])[C:10](Cl)=[C:5]2[S:4][CH:3]=1.[NH2:17][C:18]1[C:19]([CH3:24])=[CH:20][CH:21]=[CH:22][CH:23]=1>C1(OC)C=CC=CC=1>[CH3:1][C:2]1[C:6]2=[N:7][CH:8]=[C:9]([C:12]([O:14][CH2:15][CH3:16])=[O:13])[C:10]([NH:17][C:18]3[CH:23]=[CH:22][CH:21]=[CH:20][C:19]=3[CH3:24])=[C:5]2[S:4][CH:3]=1. Reported procedure: Ethyl 3-methyl-7-chlorothieno[3,2-b]pyridine-6-carboxylate (3.0 g, 0.0117 mol) and o-toluidine (2.51 g, 0.0234 mol) in anisole (30 ml) were heated under reflux for three hours. The solvent was evaporated under reduced pressure, taken up in chloroform and washed in turn with 2NHCl, H2O, aqNa2CO3, H2O and brine, dried and evaporated to give an oil. This oil was purified by flash chromatography (silica, 40-60 mesh) using dichloromethane as eluant to give a buff coloured solid. This was crystallised... The reactants are CCOC(C)=O, CN(C)C=O, CS(=O)(=O)Nc1cc2occ(C=O)c(=O)c2cc1Oc1ccccc1, Cl, NO, O. Yields the product CS(=O)(=O)Nc1cc2occ(C=NO)c(=O)c2cc1Oc1ccccc1. As a reaction SMILES: [CH3:29][CH2:30][O:31][C:32](=[O:33])[CH3:34].[CH3:36][N:37]([CH3:38])[CH:39]=[O:40].[CH:1](=[O:2])[c:3]1[cH:4][o:5][c:6]2[c:7]([c:8]1=[O:9])[cH:10][c:11]([O:19][c:20]1[cH:21][cH:22][cH:23][cH:24][cH:25]1)[c:12]([NH:14][S:15](=[O:16])(=[O:17])[CH3:18])[cH:13]2.[ClH:26].[NH2:27][OH:28].[OH2:35]>>[CH:1]([c:3]1[cH:4][o:5][c:6]2[c:7]([c:8]1=[O:9])[cH:10][c:11]([O:19][c:20]1[cH:21][cH:22][cH:23][cH:24][cH:25]1)[c:12]([NH:14][S:15](=[O:16])(=[O:17])[CH3:18])[cH:13]2)=[N:27][OH:28]. Reactants: C(C)(=O)OCC (ethyl acetate), CN1C(N(C(C=C1C(F)(F)F)=O)C=1C=CC2=C(C(=NS2)CSC)C1)=O (1-methyl-3-{3-[(methylthio)methyl]-1,2-benzisothiazol-5-yl}-6-(trifluoromethyl)-2,4(1H,3H)-pyrimidinedione), ClC=1C=C(C(=O)OO)C=CC1 (3-chloroperoxybenzoic acid). Solvent: C(Cl)Cl (methylene chloride), C(Cl)Cl (methylene chloride), C(Cl)Cl (methylene chloride). Run at time 5 minute. Yields the product CN1C(N(C(C=C1C(F)(F)F)=O)C=1C=CC2=C(C(=NS2)CS(=O)C)C1)=O (1-Methyl-3-{3-[(methylsulfinyl)methyl]-1,2-benzisothiazol-5-yl}-6-(trifluoromethyl)-2,4(1H,3H)-pyrimidinedione). RXN SMILES: [CH3:1][N:2]1[C:7]([C:8]([F:11])([F:10])[F:9])=[CH:6][C:5](=[O:12])[N:4]([C:13]2[CH:14]=[CH:15][C:16]3[S:20][N:19]=[C:18]([CH2:21][S:22][CH3:23])[C:17]=3[CH:24]=2)[C:3]1=[O:25].ClC1C=C(C=CC=1)C(OO)=[O:31].C(OCC)(=O)C>C(Cl)Cl>[CH3:1][N:2]1[C:7]([C:8]([F:9])([F:10])[F:11])=[CH:6][C:5](=[O:12])[N:4]([C:13]2[CH:14]=[CH:15][C:16]3[S:20][N:19]=[C:18]([CH2:21][S:22]([CH3:23])=[O:31])[C:17]=3[CH:24]=2)[C:3]1=[O:25]. Reported procedure: A solution of 1-methyl-3-{3-[(methylthio)methyl]-1,2-benzisothiazol-5-yl}-6-(trifluoromethyl)-2,4(1H,3H)-pyrimidinedione (0.740 g, 1.90 mmol) in methylene chloride is treated with 3-chloroperoxybenzoic acid (0.580 g, 60%, 2.00 mmol), stirred at room temperature for five minutes, diluted with additional methylene chloride, washed with 5% sodium carbonate solution, dried over anhydrous magnesium sulfate, and concentrated in vacuo to obtain a solid. Flash column chromatography of the solid using si...